From a dataset of the Open Reaction Database (ORD), a public repository of structured organic reaction records. describe an organic reaction: reactants, conditions, products, and yield Reactants: C1COCCO1, CCOC(C)=O, Cl, COC(=O)c1ccc(-c2cc(-c3ccc(C(F)(F)F)cc3CN3C(=O)OC(c4cc(C(F)(F)F)cc(C(F)(F)F)c4)C3C)c(OC)cc2F)cc1C, [Li+], [OH-], O, O. Reaction SMILES: [CH2:64]1[O:65][CH2:66][CH2:67][O:68][CH2:69]1.[CH3:58][CH2:59][O:60][C:61]([CH3:62])=[O:63].[ClH:57].[F:1][C:2]([c:3]1[cH:4][c:5]([CH:13]2[CH:14]([CH3:50])[N:15]([CH2:19][c:20]3[c:21](-[c:30]4[cH:31][c:32](-[c:39]5[cH:40][c:41]([CH3:49])[c:42]([C:45](=[O:46])[O:47][CH3:48])[cH:43][cH:44]5)[c:33]([F:38])[cH:34][c:35]4[O:36][CH3:37])[cH:22][cH:23][c:24]([C:26]([F:27])([F:28])[F:29])[cH:25]3)[C:16](=[O:18])[O:17]2)[cH:6][c:7]([C:9]([F:10])([F:11])[F:12])[cH:8]1)([F:51])[F:52].[Li+:55].[OH-:54].[OH2:53].[OH2:56]>>[F:1][C:2]([c:3]1[cH:4][c:5]([CH:13]2[CH:14]([CH3:50])[N:15]([CH2:19][c:20]3[c:21](-[c:30]4[cH:31][c:32](-[c:39]5[cH:40][c:41]([CH3:49])[c:42]([C:45](=[O:46])[OH:47])[cH:43][cH:44]5)[c:33]([F:38])[cH:34][c:35]4[O:36][CH3:37])[cH:22][cH:23][c:24]([C:26]([F:27])([F:28])[F:29])[cH:25]3)[C:16](=[O:18])[O:17]2)[cH:6][c:7]([C:9]([F:10])([F:11])[F:12])[cH:8]1)([F:51])[F:52]. Yields the product COc1cc(F)c(-c2ccc(C(=O)O)c(C)c2)cc1-c1ccc(C(F)(F)F)cc1CN1C(=O)OC(c2cc(C(F)(F)F)cc(C(F)(F)F)c2)C1C. Starting materials: resultant solution, C(CCC)[SnH](CCCC)CCCC (Tri(n-butyl)tin hydride), Cl (hydrochloric acid), C(C1=CC=CC=C1)OC(=O)C1=C(N2C(C(CN2C1)NC(\C(=N/OC)\C=1N=C(SC1)NC(=O)OCC=C)=O)=O)C(=O)OCC=C (allyl 3-(benzyloxycarbonyl)-7-(R,S)-[2-(2-(allyloxycarbonylamino)thiazol-4-yl)-2-(Z)-methoxyiminoacetamido]-8-oxo-1,5-diazabicyclo[3,3.0]octa-2-ene-2-carboxylate), C1(=CC=CC=C1)P(C1=CC=CC=C1)C1=CC=CC=C1 (triphenylphosphine). Reagents/catalysts: C(C)(=O)[O-].[Pd+2].C(C)(=O)[O-] (palladium(II) acetate). Solvent: CC(=O)C (Acetone), C(C)#N (acetonitrile), C(C)OCC (diethyl ether). Run at temperature 0 celsius, time 1.5 hour. Yields the product C(C1=CC=CC=C1)OC(=O)C1=C(N2C(C(CN2C1)NC(\C(=N/OC)\C=1N=C(SC1)N)=O)=O)C(=O)O (3-(benzyloxycarbonyl)-7-(R,S)-[2-(2-aminothiazol-4-yl)-2-(Z)-methoxyiminoacetamido]-8-oxo-1,5 -diazabicyclo[3.3.0]octa-2-ene-2-carboxylic acid). As a reaction SMILES: [CH2:1]([O:8][C:9]([C:11]1[CH2:18][N:17]2[N:13]([C:14](=[O:38])[CH:15]([NH:19][C:20](=[O:37])/[C:21](/[C:25]3[N:26]=[C:27]([NH:30]C(OCC=C)=O)[S:28][CH:29]=3)=[N:22]\[O:23][CH3:24])[CH2:16]2)[C:12]=1[C:39]([O:41]CC=C)=[O:40])=[O:10])[C:2]1[CH:7]=[CH:6][CH:5]=[CH:4][CH:3]=1.C1(P(C2C=CC=CC=2)C2C=CC=CC=2)C=CC=CC=1.C([SnH](CCCC)CCCC)CCC.Cl>C(#N)C.C(OCC)C.C([O-])(=O)C.[Pd+2].C([O-])(=O)C.CC(C)=O>[CH2:1]([O:8][C:9]([C:11]1[CH2:18][N:17]2[N:13]([C:14](=[O:38])[CH:15]([NH:19][C:20](=[O:37])/[C:21](/[C:25]3[N:26]=[C:27]([NH2:30])[S:28][CH:29]=3)=[N:22]\[O:23][CH3:24])[CH2:16]2)[C:12]=1[C:39]([OH:41])=[O:40])=[O:10])[C:2]1[CH:7]=[CH:6][CH:5]=[CH:4][CH:3]=1 |f:6.7.8|. Procedure: Under a nitrogen atmosphere, allyl 3-(benzyloxycarbonyl)-7-(R,S)-[2-(2-(allyloxycarbonylamino)thiazol-4-yl)-2-(Z)-methoxyiminoacetamido]-8-oxo-1,5-diazabicyclo[3,3.0]octa-2-ene-2-carboxylate (340 mg, 0.54 mmol) was suspended in a mixture of acetonitrile (10 ml) and diethyl ether (5 ml) then palladium(II) acetate (6.1 mg, 0.027 mmol,) and triphenylphosphine (56.7 mg, 0.216 mmol,) were added. Acetone (20 ml) was added and the resultant solution was stirred for 30 minutes at room temperature then c... Run at time 15 minute. Yields the product C(C1=CC=CC=C1)OC=1C=C(C=CC1)CS(=O)(=O)Cl ((3-Benzyloxyphenyl)methanesulfonyl chloride). As a reaction SMILES: [Na+].[CH2:2]([O:9][C:10]1[CH:11]=[C:12]([CH2:16][S:17]([O-:20])(=O)=[O:18])[CH:13]=[CH:14][CH:15]=1)[C:3]1[CH:8]=[CH:7][CH:6]=[CH:5][CH:4]=1.CN(C)C=O.C(Cl)(=O)C([Cl:29])=O>C1COCC1.C(OCC)C>[CH2:2]([O:9][C:10]1[CH:11]=[C:12]([CH2:16][S:17]([Cl:29])(=[O:20])=[O:18])[CH:13]=[CH:14][CH:15]=1)[C:3]1[CH:8]=[CH:7][CH:6]=[CH:5][CH:4]=1 |f:0.1|. Solvent: C(C)OCC (diethyl ether), C1CCOC1 (THF). Reactants: [Na+].C(C1=CC=CC=C1)OC=1C=C(C=CC1)CS(=O)(=O)[O-] ((3-benzyloxyphenyl)methanesulfonic acid sodium salt), CN(C=O)C (N,N-dimethylformamide), C(C(=O)Cl)(=O)Cl (oxalyl chloride). Procedure details: Under inert gas, 2.36 g of (3-benzyloxyphenyl)methanesulfonic acid sodium salt and 0.61 ml of N,N-dimethylformamide were initially charged in 45 ml of THF, then, at a temperature of −20° C., 4.1.73 ml of oxalyl chloride were added dropwise and the reaction solution was allowed to come to 0° C. within 15 minutes. The reaction solution was diluted with 100 ml of diethyl ether and washed with water, dilute aqueous sodium hydrogencarbonate solution and saturated sodium chloride solution. The organic...